From a dataset of the Open Reaction Database (ORD), a public repository of structured organic reaction records. describe an organic reaction: reactants, conditions, products, and yield The reactants are C(C#C)N1N=CC=C1 (1-propargylpyrazol), FC1=CC=C(C=C1)/C(=C/COC1=CC(=C(OCC(=O)OC)C=C1)C)/C1=CC=C(C=C1)I (Methyl (Z)-[4-[3-(4-Fluorophenyl)-3-(4-iodophenyl)allyloxy]-2-methylphenoxy]acetate). The reagents and catalysts are [Cu]I (copper(I) iodide), C=1C=CC(=CC1)[P](C=2C=CC=CC2)(C=3C=CC=CC3)[Pd]([P](C=4C=CC=CC4)(C=5C=CC=CC5)C=6C=CC=CC6)([P](C=7C=CC=CC7)(C=8C=CC=CC8)C=9C=CC=CC9)[P](C=1C=CC=CC1)(C=1C=CC=CC1)C=1C=CC=CC1 (tetrakis(triphenylphosphine)palladium). Solvent: O1CCCC1 (tetrahydrofuran), O1CCCC1 (tetrahydrofuran), C(C)N(CC)CC (triethylamine). Run at time 8 hour. Yields the product FC1=CC=C(C=C1)/C(=C/COC1=CC(=C(OCC(=O)OC)C=C1)C)/C1=CC=C(C=C1)C#CCN1N=CC=C1 (methyl (E)-[4-[3-(4-fluorophenyl)-3-[4-[3-(pyrazol-1-yl)propynyl]phenyl]-allyloxy]-2-methylphenoxy]acetate). RXN SMILES: [F:1][C:2]1[CH:7]=[CH:6][C:5](/[C:8](/[C:25]2[CH:30]=[CH:29][C:28](I)=[CH:27][CH:26]=2)=[CH:9]/[CH2:10][O:11][C:12]2[CH:23]=[CH:22][C:15]([O:16][CH2:17][C:18]([O:20][CH3:21])=[O:19])=[C:14]([CH3:24])[CH:13]=2)=[CH:4][CH:3]=1.[CH2:32]([N:35]1[CH:39]=[CH:38][CH:37]=[N:36]1)[C:33]#[CH:34]>O1CCCC1.C(N(CC)CC)C.[Cu]I.C1C=CC([P]([Pd]([P](C2C=CC=CC=2)(C2C=CC=CC=2)C2C=CC=CC=2)([P](C2C=CC=CC=2)(C2C=CC=CC=2)C2C=CC=CC=2)[P](C2C=CC=CC=2)(C2C=CC=CC=2)C2C=CC=CC=2)(C2C=CC=CC=2)C2C=CC=CC=2)=CC=1>[F:1][C:2]1[CH:7]=[CH:6][C:5](/[C:8](/[C:25]2[CH:30]=[CH:29][C:28]([C:34]#[C:33][CH2:32][N:35]3[CH:39]=[CH:38][CH:37]=[N:36]3)=[CH:27][CH:26]=2)=[CH:9]/[CH2:10][O:11][C:12]2[CH:23]=[CH:22][C:15]([O:16][CH2:17][C:18]([O:20][CH3:21])=[O:19])=[C:14]([CH3:24])[CH:13]=2)=[CH:4][CH:3]=1 |^1:57,59,78,97|. Procedure details: Methyl (Z)-[4-[3-(4-Fluorophenyl)-3-(4-iodophenyl)allyloxy]-2-methylphenoxy]acetate (400 mg, 0.75 mmol; example 10) was dissolved in a mixture of anhydrous tetrahydrofuran (10 mL) and anhydrous triethylamine (20 mL). The solution was degassed and a solution of 1-propargylpyrazol (160 mg, 1.50 mmol) in anhydrous tetrahydrofuran (2 mL) was added under inert atmosphere. The resulting solution was degassed and copper(I) iodide (23 mg, 0.12 mmol) and tetrakis(triphenylphosphine)palladium (70 mg, 0.06... Starting materials: CC#N, O=C(Cl)CCCCC1CCCCC1, C1CCC(NC2CCCCC2)CC1, [Cl-], ClCCl. Yields the product C1CCC([NH2+]C2CCCCC2)CC1, [Cl-]. As a reaction SMILES: [CH3:28][C:29]#[N:30].[CH:14]1([CH2:15][CH2:16][CH2:17][CH2:18][C:19](=[O:20])[Cl:26])[CH2:21][CH2:22][CH2:23][CH2:24][CH2:25]1.[CH:1]1([NH:7][CH:8]2[CH2:9][CH2:10][CH2:11][CH2:12][CH2:13]2)[CH2:2][CH2:3][CH2:4][CH2:5][CH2:6]1.[Cl-:27].[Cl:31][CH2:32][Cl:33]>>[CH:1]1([NH2+:7][CH:8]2[CH2:9][CH2:10][CH2:11][CH2:12][CH2:13]2)[CH2:2][CH2:3][CH2:4][CH2:5][CH2:6]1.[Cl-:26]. Solvent: O1CCCC1 (tetrahydrofuran), C1(=CC=CC=C1)C (toluene), O1CCCC1 (tetrahydrofuran). Isolated yield 96.4%. Procedure details: (R)-2-Methyl-CBS-oxazoborolidine (1.38 mL of a 1.0 M solution in toluene) was added to a solution of α-bromoketone 45 (5.00 g, 13.80 mmol) in tetrahydrofuran (80 mL). After stirring for 15 min, borane tetrahydrofuran complex (8.5 mL of a 1 M solution in tetrahydrofuran) was added dropwise over a 15 min period. After stirring at ambient temperature for 1.5 h, the reaction was quenched by the slow addition of methanol (8.5 mL). The solvent was removed under vacuum. The residue was taken up in a mi... The reactants are solution, solution, COC(C1=C(C=CC(=C1)C(CBr)=O)OCC1=CC=CC=C1)=O (2-Benzyloxy-5-(2-bromoacetyl)benzoic acid methyl ester). Conditions: time 15 minute. Product: COC(C1=C(C=CC(=C1)[C@H](CBr)O)OCC1=CC=CC=C1)=O (2-Benzyloxy-5-(2-bromo-1-(R)-hydroxyethyl)benzoic acid methyl ester). Reaction SMILES: [CH3:1][O:2][C:3](=[O:22])[C:4]1[CH:9]=[C:8]([C:10](=[O:13])[CH2:11][Br:12])[CH:7]=[CH:6][C:5]=1[O:14][CH2:15][C:16]1[CH:21]=[CH:20][CH:19]=[CH:18][CH:17]=1>C1(C)C=CC=CC=1.O1CCCC1>[CH3:1][O:2][C:3](=[O:22])[C:4]1[CH:9]=[C:8]([C@@H:10]([OH:13])[CH2:11][Br:12])[CH:7]=[CH:6][C:5]=1[O:14][CH2:15][C:16]1[CH:17]=[CH:18][CH:19]=[CH:20][CH:21]=1.